The task is: describe an organic reaction: reactants, conditions, products, and yield. This data is from the Open Reaction Database (ORD), a public repository of structured organic reaction records. Starting materials: C(#N)C1=CC=C(C=C1)NCC=1C=NC=CC1 (3-(4-cyanophenylaminomethyl)pyridine), C([O-])([O-])=O.[K+].[K+] (potassium carbonate), CS(=O)(=O)Cl (methanesulfonyl chloride). The solvent is ClCCl (dichloromethane), ClCCl (dichloromethane). Conditions: time 4 day. The product is C(#N)C1=CC=C(C=C1)N(S(=O)(=O)C)CC=1C=NC=CC1 (N-(4-cyanophenyl)-N-(pyridin-3-ylmethyl)methanesulfonamide). As a reaction SMILES: [C:1]([C:3]1[CH:8]=[CH:7][C:6]([NH:9][CH2:10][C:11]2[CH:12]=[N:13][CH:14]=[CH:15][CH:16]=2)=[CH:5][CH:4]=1)#[N:2].C(=O)([O-])[O-].[K+].[K+].[CH3:23][S:24](Cl)(=[O:26])=[O:25]>ClCCl>[C:1]([C:3]1[CH:4]=[CH:5][C:6]([N:9]([CH2:10][C:11]2[CH:12]=[N:13][CH:14]=[CH:15][CH:16]=2)[S:24]([CH3:23])(=[O:26])=[O:25])=[CH:7][CH:8]=1)#[N:2] |f:1.2.3|. Procedure: A 4.2 g. portion of 3-(4-cyanophenylaminomethyl)pyridine was dissolved in 25 ml. of dichloromethane, and 4.1 g. of potassium carbonate and 2.4 ml. of methanesulfonyl chloride were added. The mixture was stirred at ambient temperature for 4 days, and was then diluted with 30 ml. of dichloromethane. It was then extracted with 20 ml. of water, dried over magnesium sulfate, and evaporated to an oily residue. The residue was applied to a silica gel column and eluted with dichloromethane. The product-... Starting materials: [N+](=O)([O-])C1=CC=C(C(=O)C2C(=C(NC2=O)C2=CC=CC=C2)C(=O)OCC)C=C1 (Ethyl 4-(p-nitrobenzoyl)-4,5-dihydro-5-oxo-2-phenylpyrrole-3-carboxylate), crude product. Run in CO (methanol). Run at temperature 270 celsius. Yields the product [N+](=O)([O-])C1=CC=C(C=C1)C=1OC(C2=C(NC(C21)=O)C2=CC=CC=C2)=O (3-(p-Nitrophenyl)-6-phenylfuro[3,4-c]pyrrole-1,4-dione). Yield: 76.4%. As a reaction SMILES: [N+:1]([C:4]1[CH:28]=[CH:27][C:7]([C:8]([CH:10]2[C:14](=[O:15])[NH:13][C:12]([C:16]3[CH:21]=[CH:20][CH:19]=[CH:18][CH:17]=3)=[C:11]2[C:22]([O:24]CC)=[O:23])=O)=[CH:6][CH:5]=1)([O-:3])=[O:2]>CO>[N+:1]([C:4]1[CH:5]=[CH:6][C:7]([C:8]2[O:24][C:22](=[O:23])[C:11]3[C:10]=2[C:14](=[O:15])[NH:13][C:12]=3[C:16]2[CH:17]=[CH:18][CH:19]=[CH:20][CH:21]=2)=[CH:27][CH:28]=1)([O-:3])=[O:2]. Reported procedure: The p-nitrobenzoylpyrrolinone ester 11 (300 mg, 0.90 mmol) was irradiated with microwave radiation without solvent, heating to 270° C. for 15 minutes. The crude product was then allowed to cool, methanol was added and the solid filtered off and washed with methanol. This gave the furopyrrole 12 as a red solid (230 mg, 87%).